From a dataset of the Open Reaction Database (ORD), a public repository of structured organic reaction records. describe an organic reaction: reactants, conditions, products, and yield The reactants are NC1=CC2=C(N=C(N2)C2=CC3=C(C(CNO3)C)C=C2)C=C1 (5-amino-2-(4-methyl-3,4-dihydrobenzoxazin-7-yl)benzimidazole), O1CCN(CC1)C1=CC=C(C(=O)O)C=C1 (4-morpholinobenzoic acid). The product is CN1C2=C(OCC1)C=C(C=C2)C2=NC1=C(N2)C=CC(=C1)NC(C1=CC=C(C=C1)N1CCOCC1)=O (N-(2-(4-Methyl-3,4-dihydro-2H-benzo[b][1,4]oxazin-7-yl)-1H-benzimidazol-5-yl)-4-morpholinobenzamide). Reaction SMILES: [NH2:1][C:2]1[CH:21]=[CH:20][C:5]2[N:6]=[C:7]([C:9]3[CH:19]=[CH:18][C:12]4C(C)CN[O:16][C:11]=4[CH:10]=3)[NH:8][C:4]=2[CH:3]=1.[O:22]1[CH2:27][CH2:26][N:25]([C:28]2[CH:36]=[CH:35][C:31]([C:32]([OH:34])=O)=[CH:30][CH:29]=2)[CH2:24][CH2:23]1>>[CH3:7][N:6]1[CH2:5][CH2:4][O:16][C:11]2[CH:10]=[C:9]([C:7]3[NH:6][C:5]4[CH:20]=[CH:21][C:2]([NH:1][C:32](=[O:34])[C:31]5[CH:30]=[CH:29][C:28]([N:25]6[CH2:24][CH2:23][O:22][CH2:27][CH2:26]6)=[CH:36][CH:35]=5)=[CH:3][C:4]=4[N:8]=3)[CH:19]=[CH:18][C:12]1=2. Reported procedure: Compound 169 was prepared according to the procedure similar to that described in Scheme III from 5-amino-2-(4-methyl-3,4-dihydrobenzoxazin-7-yl)benzimidazole and 4-morpholinobenzoic acid. [M+H]+ calcd for C27H27N5O3: 470.21; found: 496.96. The reactants are F[B-](F)(F)F, NC(COCc1ccccc1)c1nc2cc(Cl)ccc2[nH]1, CCO, Cc1cc(C(=O)O)ccc1C(=O)N1CCCC1, CCN(C(C)C)C(C)C, Cl, ClCCl, C1CCOC1, CN(C)C(On1nnc2ccccc21)=[N+](C)C. The product is Cc1cc(C(=O)NC(COCc2ccccc2)c2nc3cc(Cl)ccc3[nH]2)ccc1C(=O)N1CCCC1. Reaction SMILES: [B-:18]([F:19])([F:20])([F:21])[F:22].[CH2:49]([c:50]1[cH:51][cH:52][cH:53][cH:54][cH:55]1)[O:56][CH2:57][CH:58]([c:59]1[n:60][c:61]2[c:62]([nH:63]1)[cH:64][cH:65][c:66]([Cl:68])[cH:67]2)[NH2:69].[CH2:76]([OH:77])[CH3:78].[CH3:1][c:2]1[cH:3][c:4]([C:5](=[O:6])[OH:7])[cH:8][cH:9][c:10]1[C:11](=[O:12])[N:13]1[CH2:14][CH2:15][CH2:16][CH2:17]1.[CH:40]([N:41]([CH:42]([CH3:43])[CH3:44])[CH2:45][CH3:46])([CH3:47])[CH3:48].[Cl:70].[Cl:79][CH2:80][Cl:81].[O:71]1[CH2:72][CH2:73][CH2:74][CH2:75]1.[n:23]1([O:24][C:25]([N:26]([CH3:27])[CH3:28])=[N+:29]([CH3:30])[CH3:31])[c:32]2[cH:33][cH:34][cH:35][cH:36][c:37]2[n:38][n:39]1>>[CH3:1][c:2]1[cH:3][c:4]([C:5](=[O:7])[NH:69][CH:58]([CH2:57][O:56][CH2:49][c:50]2[cH:51][cH:52][cH:53][cH:54][cH:55]2)[c:59]2[n:60][c:61]3[c:62]([nH:63]2)[cH:64][cH:65][c:66]([Cl:68])[cH:67]3)[cH:8][cH:9][c:10]1[C:11](=[O:12])[N:13]1[CH2:14][CH2:15][CH2:16][CH2:17]1. Reaction SMILES: [CH3:36][CH2:37][O:38][CH2:39][CH3:40].[CH3:42][N:43]([c:44]1[cH:45][cH:46][n:47][cH:48][cH:49]1)[CH3:50].[Cl:27][C:28](=[O:29])[O:30][CH2:31][C:32]([Cl:33])([Cl:34])[Cl:35].[Cl:51][CH2:52][Cl:53].[ClH:41].[NH2:1][c:2]1[c:3](-[c:8]2[cH:9][cH:10][c:11]([N:14]3[CH2:15][CH2:16][N:17]([C:20](=[O:21])[O:22][C:23]([CH3:24])([CH3:25])[CH3:26])[CH2:18][CH2:19]3)[cH:12][cH:13]2)[c:4]([CH3:7])[n:5][o:6]1>>[NH:1]([c:2]1[c:3](-[c:8]2[cH:9][cH:10][c:11]([N:14]3[CH2:15][CH2:16][N:17]([C:20](=[O:21])[O:22][C:23]([CH3:24])([CH3:25])[CH3:26])[CH2:18][CH2:19]3)[cH:12][cH:13]2)[c:4]([CH3:7])[n:5][o:6]1)[C:28](=[O:29])[O:30][CH2:31][C:32]([Cl:33])([Cl:34])[Cl:35]. Reactants: CCOCC, CN(C)c1ccncc1, O=C(Cl)OCC(Cl)(Cl)Cl, ClCCl, Cl, Cc1noc(N)c1-c1ccc(N2CCN(C(=O)OC(C)(C)C)CC2)cc1. Product: Cc1noc(NC(=O)OCC(Cl)(Cl)Cl)c1-c1ccc(N2CCN(C(=O)OC(C)(C)C)CC2)cc1. Starting materials: COC=1C=C(C=CC1OC)NC=1C2=C(N=C(N1)N1CC(CCC1)C(=O)O)SC=N2 (1-(7-(3,4-dimethoxyphenylamino)thiazolo[5,4-d]pyrimidin-5-yl)piperidine-3-carboxylic acid), NC=1C=C2CC(NC2=CC1)=O (5-aminoindolin-2-one), CN1C=NC=C1 (1-methyl-1H-imidazole), CCN=C=NCCCN(C)C (EDCI). The solvent is ClCCl (dichloromethane), ClCCl (dichloromethane). Conditions: time 15 hour. Product: COC=1C=C(C=CC1OC)NC=1C2=C(N=C(N1)N1CC(CCC1)C(=O)NC=1C=C3CC(NC3=CC1)=O)SC=N2 (1-(7-(3,4-dimethoxyphenylamino)thiazolo[5,4-d]pyrimidin-5-yl)-N-(2-oxoindolin-5-yl)piperidine-3-carboxamide). Isolated yield 51.9%. RXN SMILES: [CH3:1][O:2][C:3]1[CH:4]=[C:5]([NH:11][C:12]2[C:13]3[N:29]=[CH:28][S:27][C:14]=3[N:15]=[C:16]([N:18]3[CH2:23][CH2:22][CH2:21][CH:20]([C:24]([OH:26])=O)[CH2:19]3)[N:17]=2)[CH:6]=[CH:7][C:8]=1[O:9][CH3:10].[NH2:30][C:31]1[CH:32]=[C:33]2[C:37](=[CH:38][CH:39]=1)[NH:36][C:35](=[O:40])[CH2:34]2.CN1C=CN=C1.CCN=C=NCCCN(C)C>ClCCl>[CH3:1][O:2][C:3]1[CH:4]=[C:5]([NH:11][C:12]2[C:13]3[N:29]=[CH:28][S:27][C:14]=3[N:15]=[C:16]([N:18]3[CH2:23][CH2:22][CH2:21][CH:20]([C:24]([NH:30][C:31]4[CH:32]=[C:33]5[C:37](=[CH:38][CH:39]=4)[NH:36][C:35](=[O:40])[CH2:34]5)=[O:26])[CH2:19]3)[N:17]=2)[CH:6]=[CH:7][C:8]=1[O:9][CH3:10]. Procedure: To a solution of 1-(7-(3,4-dimethoxyphenylamino)thiazolo[5,4-d]pyrimidin-5-yl)piperidine-3-carboxylic acid (100 mg, 0.24 mmol) and 5-aminoindolin-2-one (36 mg, 0.24 mmol) in dichloromethane (20 mL) were added 1-methyl-1H-imidazole (79 mg, 0.96 mmol) and EDCI (183 mg, 0.96 mmol) in dichloromethane (10 mL). The reaction mixture was stirred at room temperature for 15 hours, the solid was collected by filtration and washed with methanol (4 mL) to afford 1-(7-(3,4-dimethoxyphenylamino)thiazolo[5,4-d]... Reactants: [Na] (monosodium), S(=O)(=O)(O)C1=C(C(C(=O)O)=CC=C1)C(=O)O (3-sulphophthalic acid), S(=O)(=O)(O)C=1C=C(C(C(=O)O)=CC1)C(=O)O (4-sulphophthalic acid), [OH-].[Na+] (sodium hydroxide). The reagents and catalysts are [Ni] (nickel). Conditions: temperature 80 celsius, time 10 hour. Yields the product OC=1C=C(C(=O)O)C=CC1 (3-hydroxybenzoic acid). Yield: 97.0%. Reaction SMILES: [Na].S([C:6]1[CH:14]=[CH:13][CH:12]=[C:8]([C:9]([OH:11])=[O:10])[C:7]=1C(O)=O)(O)(=O)=O.S(C1C=C(C(O)=O)C(=CC=1)C(O)=O)(O)(=O)=[O:19].[OH-].[Na+]>[Ni]>[OH:19][C:6]1[CH:7]=[C:8]([CH:12]=[CH:13][CH:14]=1)[C:9]([OH:11])=[O:10] |f:3.4,^1:0|. Procedure: 403.9 g (91.4%), corresponding to 369 g (100%), (1.5 mols), of the dry monosodium salt of a mixture of 3-sulphophthalic acid and 4-sulphophthalic acid are added to 960 g of 50% strength sodium hydroxide solution (12 mols of NaOH), which have been initially introduced into a nickel autoclave with a capacity of 1.3 l. The autoclave is closed and kept at a temperature of 260° C. for a period of 10 hours, during which time a maximum pressure of 28 bars is set up. After the reaction has ended, the co... The reactants are NC1=C(C(=O)OCC)C=CC=C1 (ethyl o-aminobenzoate), ClC1=CC=C(C=C1)C(C)=O (p-choroacetophenone), [Cl-].[Al+3].[Cl-].[Cl-] (aluminum chloride). Run in C1(=CC=CC=C1)OC1=CC=CC=C1 (diphenyl ether). Reaction conditions: temperature 60 celsius. Product: ClC1=CC=C(C=C1)C1=NC2=CC=CC=C2C(=C1)O (2-(4-chlorophenyl)-4-quinolinol). The yield is 87.4%. As a reaction SMILES: [NH2:1][C:2]1[CH:12]=[CH:11][CH:10]=[CH:9][C:3]=1[C:4]([O:6]CC)=O.[Cl:13][C:14]1[CH:19]=[CH:18][C:17]([C:20](=O)[CH3:21])=[CH:16][CH:15]=1.[Cl-].[Al+3].[Cl-].[Cl-]>C1(OC2C=CC=CC=2)C=CC=CC=1>[Cl:13][C:14]1[CH:19]=[CH:18][C:17]([C:20]2[CH:21]=[C:4]([OH:6])[C:3]3[C:2](=[CH:12][CH:11]=[CH:10][CH:9]=3)[N:1]=2)=[CH:16][CH:15]=1 |f:2.3.4.5|. Procedure details: To a stirred mixture of 16.52 g (0.1 mol) of ethyl o-aminobenzoate, 15.46 g (0.1 mol) of p-choroacetophenone, and 250 ml of diphenyl ether was carefully added 18.67 g of aluminum chloride. This mixture was heated under reflux for 2 hr and then let cool to 60° C. The solids were collected and washed with 2×100 ml of toluene. These solids were triturated twice with a mixture of 500 ml of 6N hydrochloric acid and 50 ml of acetone. Each time the solids were collected they were washed with 100 ml of ...